This data is from the Open Reaction Database (ORD), a public repository of structured organic reaction records. The task is: describe an organic reaction: reactants, conditions, products, and yield The reactants are COCCn1c(=O)oc2ccc(-c3ccc(CC(C#N)NC(=O)C4CCCCN4C(=O)OC(C)(C)C)cc3)cc21, CCOCC, O=CO. Yields the product COCCn1c(=O)oc2ccc(-c3ccc(CC(C#N)NC(=O)C4CCCCN4)cc3)cc21. Reaction SMILES: [C:1](#[N:2])[CH:3]([CH2:4][c:5]1[cH:6][cH:7][c:8](-[c:11]2[cH:12][cH:13][c:14]3[c:15]([n:16]([CH2:20][CH2:21][O:22][CH3:23])[c:17](=[O:19])[o:18]3)[cH:24]2)[cH:9][cH:10]1)[NH:25][C:26](=[O:27])[CH:28]1[N:29]([C:34]([O:35][C:36]([CH3:37])([CH3:38])[CH3:39])=[O:40])[CH2:30][CH2:31][CH2:32][CH2:33]1.[CH3:41][CH2:42][O:43][CH2:44][CH3:45].[CH:46]([OH:47])=[O:48]>>[C:1](#[N:2])[CH:3]([CH2:4][c:5]1[cH:6][cH:7][c:8](-[c:11]2[cH:12][cH:13][c:14]3[c:15]([n:16]([CH2:20][CH2:21][O:22][CH3:23])[c:17](=[O:19])[o:18]3)[cH:24]2)[cH:9][cH:10]1)[NH:25][C:26](=[O:27])[CH:28]1[NH:29][CH2:30][CH2:31][CH2:32][CH2:33]1. The reactants are Cl (HCl), Cl (HCl), C(C(C)(C)C)(=O)NC1=NC2=CC=CC=C2C=C1 (2-pivaloylaminoquinoline), [Li]CCCC (BuLi), C(=O)N1CCOCC1 (N-formylmorpholine). Run in O (water), C1CCOC1 (THF). Yields the product C(=O)C=1C(=NC2=CC=CC=C2C1)NC(C(C)(C)C)=O (3-Formyl-2-pivaloylaminoquinoline). Isolated yield 52.0%. Reaction SMILES: [C:1]([NH:7][C:8]1[CH:17]=[CH:16][C:15]2[C:10](=[CH:11][CH:12]=[CH:13][CH:14]=2)[N:9]=1)(=[O:6])[C:2]([CH3:5])([CH3:4])[CH3:3].[Li]CCCC.[CH:23](N1CCOCC1)=[O:24].Cl>C1COCC1.O>[CH:23]([C:17]1[C:8]([NH:7][C:1](=[O:6])[C:2]([CH3:5])([CH3:4])[CH3:3])=[N:9][C:10]2[C:15]([CH:16]=1)=[CH:14][CH:13]=[CH:12][CH:11]=2)=[O:24]. Reported procedure: To a solution of 2-pivaloylaminoquinoline (5.00 g, 21.92 mmol) in THF (75 mL) at −78° C. was added dropwise BuLi (5.48 mL, 10 M in hexane, 54.80 mmol). After 2 hours at −78° C. the dianion was quenched by the addition of N-formylmorpholine (3.79 g, 37.88 mmol). The reaction mixture was allowed to warm to room temperature and poured into 2M aqueous HCl (20 mL). The pH of the aqueous phase was adjusted to 7.0 by addition of 2M HCl and the aqueous phase was diluted with water (100 mL) and extracted... The reactants are C(C)(=O)OCC (ethyl acetate), ClC1=CC(=C(N)C=C1)[N+](=O)[O-] (4-chloro-2-nitroaniline), BrC1=CC=CC=C1 (bromobenzene), C([O-])([O-])=O.[K+].[K+] (potassium carbonate). The reagents and catalysts are [Cu]I (copper(I) iodide). The solvent is O (water). The product is C1=CC=C(C=C1)NC2=C(C=C(C=C2)Cl)[N+](=O)[O-] (4-Chloro-2-nitrodiphenylamine). RXN SMILES: [Cl:1][C:2]1[CH:8]=[CH:7][C:5]([NH2:6])=[C:4]([N+:9]([O-:11])=[O:10])[CH:3]=1.Br[C:13]1[CH:18]=[CH:17][CH:16]=[CH:15][CH:14]=1.C(=O)([O-])[O-].[K+].[K+].C(OCC)(=O)C>[Cu]I.O>[CH:13]1[CH:18]=[CH:17][C:16]([NH:6][C:5]2[CH:7]=[CH:8][C:2]([Cl:1])=[CH:3][C:4]=2[N+:9]([O-:11])=[O:10])=[CH:15][CH:14]=1 |f:2.3.4|. Reported procedure: A mixture of 4-chloro-2-nitroaniline (5.5 g), bromobenzene (20 ml), potassium carbonate (1.63 g) and copper(I) iodide (0.68 g) was heated to 180° for 36 h. The reaction mixture was cooled to room temperature, then ethyl acetate (200 ml) and water (300 ml) were added; the organic extracts were washed with brine (2×150 ml), dried and concentrated in vacuo to give the crude compound which was purified by flash chromatography (eluting with CH-EA 95:5) to give the title compound (3.67 g). T.l.c. CH-E... Reactants: CC1C=CCCC1(C)C=O (triplal), S(=O)(=O)([O-])[O-].[Na+].[Na+] (sodium sulfate), CO (methanol), C(O)CN (ethanolamine). Conditions: time 24 hour. Product: CC1C(CCC(=C1)C)C1OCCN1 (2-(2,4-Dimethyl-cyclohex-3-enyl)-oxazolidine). Reaction SMILES: [CH3:1][CH:2]1[C:7]([CH:9]=[O:10])(C)[CH2:6][CH2:5][CH:4]=[CH:3]1.S([O-])([O-])(=O)=O.[Na+].[Na+].[CH2:18]([CH2:20][NH2:21])O.[CH3:22]O>>[CH3:1][CH:2]1[CH:3]=[C:4]([CH3:22])[CH2:5][CH2:6][CH:7]1[CH:9]1[NH:21][CH2:20][CH2:18][O:10]1 |f:1.2.3|. Reported procedure: To a 0° C. stirred solution of 66 g (0.47 mol) triplal and 21 g sodium sulfate in 150 mL of methanol is added 29 g (0.47 mol) of ethanolamine. The reaction is allowed to warm to room temperature. After stirring for 24 h the mixture is cooled to 0° C. and the solids are removed via vacuum filtration through Celite. Evaporation of the solvent gives a clear, slightly yellow oil. Starting materials: C1CCOC1, CNc1nccc(-c2cccnc2Oc2ccc(NC(=O)Oc3ccccc3)cc2C)n1, CN1CCN(c2ccc(C(F)(F)F)cc2N)CC1. The product is CNc1nccc(-c2cccnc2Oc2ccc(NC(=O)Nc3cc(C(F)(F)F)ccc3N3CCN(C)CC3)cc2C)n1. As a reaction SMILES: [CH2:51]1[O:52][CH2:53][CH2:54][CH2:55]1.[CH3:1][c:2]1[cH:3][c:4]([NH:23][C:24]([O:25][c:27]2[cH:28][cH:29][cH:30][cH:31][cH:32]2)=[O:26])[cH:5][cH:6][c:7]1[O:8][c:9]1[n:10][cH:11][cH:12][cH:13][c:14]1-[c:15]1[n:16][c:17]([NH:21][CH3:22])[n:18][cH:19][cH:20]1.[CH3:33][N:34]1[CH2:35][CH2:36][N:37]([c:40]2[c:41]([NH2:50])[cH:42][c:43]([C:46]([F:47])([F:48])[F:49])[cH:44][cH:45]2)[CH2:38][CH2:39]1>>[CH3:1][c:2]1[cH:3][c:4]([NH:23][C:24](=[O:25])[NH:50][c:41]2[c:40]([N:37]3[CH2:36][CH2:35][N:34]([CH3:33])[CH2:39][CH2:38]3)[cH:45][cH:44][c:43]([C:46]([F:47])([F:48])[F:49])[cH:42]2)[cH:5][cH:6][c:7]1[O:8][c:9]1[n:10][cH:11][cH:12][cH:13][c:14]1-[c:15]1[n:16][c:17]([NH:21][CH3:22])[n:18][cH:19][cH:20]1.